Dataset: the Open Reaction Database (ORD), a public repository of structured organic reaction records. Task: describe an organic reaction: reactants, conditions, products, and yield Reactants: C(C1=CC=CC=C1)C=1C=CC(=NC1)C(=O)O (5-benzylpicolinic acid), Cl (hydrogen chloride), C(C)O (ethanol). The product is C(C1=CC=CC=C1)C=1C=CC(=NC1)C(=O)OCC (ethyl 5-benzylpicolinate). Reaction SMILES: [CH2:1]([C:8]1[CH:9]=[CH:10][C:11]([C:14]([OH:16])=[O:15])=[N:12][CH:13]=1)[C:2]1[CH:7]=[CH:6][CH:5]=[CH:4][CH:3]=1.Cl.[CH2:18](O)[CH3:19]>>[CH2:1]([C:8]1[CH:9]=[CH:10][C:11]([C:14]([O:16][CH2:18][CH3:19])=[O:15])=[N:12][CH:13]=1)[C:2]1[CH:3]=[CH:4][CH:5]=[CH:6][CH:7]=1. Procedure: 2.0 Grams of 5-benzylpicolinic acid were suspended in 25 ml. of ethanol. The resulting suspension was saturated with hydrogen chloride gas under ice-cooling. After reflux for three hours, the reaction solution was concentrated under reduced pressure. Ether was added thereto to form crystals. The crystals were then recrystallized from a solvent comprising a mixture of acetone/ether to obtain 1.7 g of ethyl 5-benzylpicolinate of a melting point of 109°~111° C. Starting materials: C=CCC1(C(=O)OCC)CCC(N2C(=O)c3ccccc3C2=O)CC1, CCO, Cl[Rh](Cl)Cl. Product: CC=CC1(C(=O)OCC)CCC(N2C(=O)c3ccccc3C2=O)CC1. Reaction SMILES: [CH2:1]([CH3:2])[O:3][C:4](=[O:5])[C:6]1([CH2:23][CH:24]=[CH2:25])[CH2:7][CH2:8][CH:9]([N:12]2[C:13](=[O:22])[c:14]3[cH:15][cH:16][cH:17][cH:18][c:19]3[C:20]2=[O:21])[CH2:10][CH2:11]1.[CH3:26][CH2:27][OH:28].[Rh:29]([Cl:30])([Cl:31])[Cl:32]>>[CH2:1]([CH3:2])[O:3][C:4](=[O:5])[C:6]1([CH:23]=[CH:24][CH3:25])[CH2:7][CH2:8][CH:9]([N:12]2[C:13](=[O:22])[c:14]3[cH:15][cH:16][cH:17][cH:18][c:19]3[C:20]2=[O:21])[CH2:10][CH2:11]1.